Dataset: the Open Reaction Database (ORD), a public repository of structured organic reaction records. Task: describe an organic reaction: reactants, conditions, products, and yield The reactants are BrCCBr, FC(F)(F)c1ccc(Br)cc1, C1CCOC1, CC(C)=O, [Mg]. Product: CC(C)(O)c1ccc(C(F)(F)F)cc1. Reaction SMILES: [Br:2][CH2:3][CH2:4][Br:5].[Br:6][c:7]1[cH:8][cH:9][c:10]([C:13]([F:14])([F:15])[F:16])[cH:11][cH:12]1.[CH2:21]1[O:22][CH2:23][CH2:24][CH2:25]1.[CH3:17][C:18]([CH3:19])=[O:20].[Mg:1]>>[c:7]1([C:18]([CH3:17])([CH3:19])[OH:20])[cH:8][cH:9][c:10]([C:13]([F:14])([F:15])[F:16])[cH:11][cH:12]1.